Dataset: the Open Reaction Database (ORD), a public repository of structured organic reaction records. Task: describe an organic reaction: reactants, conditions, products, and yield Reactants: C=CCCCOC(=O)c1c(OC)cc(OC)cc1OCCCC=C, ClCCl. Yields the product COc1cc(OC)c2c(c1)OCCCC=CCCCOC2=O. As a reaction SMILES: [CH2:1]([CH2:2][CH2:3][CH:4]=[CH2:5])[O:6][C:7]([c:8]1[c:9]([O:22][CH3:23])[cH:10][c:11]([O:20][CH3:21])[cH:12][c:13]1[O:14][CH2:15][CH2:16][CH2:17][CH:18]=[CH2:19])=[O:24].[Cl:25][CH2:26][Cl:27]>>[CH2:1]1[CH2:2][CH2:3][CH:19]=[CH:18][CH2:17][CH2:16][CH2:15][O:14][c:13]2[c:8]([c:9]([O:22][CH3:23])[cH:10][c:11]([O:20][CH3:21])[cH:12]2)[C:7](=[O:24])[O:6]1.